From a dataset of the Open Reaction Database (ORD), a public repository of structured organic reaction records. describe an organic reaction: reactants, conditions, products, and yield Reactants: BrC1=CN=C2N1N=C(C=C2C=2C=NC=CC2C)Cl (3-bromo-6-chloro-8-(4-methylpyridin-3-yl)imidazo[1,2-b]pyridazine), C1(=CC=CC=C1)B(O)O (phenylboronic acid), [O-]P(=O)([O-])[O-].[K+].[K+].[K+] (K3PO4). Reagents/catalysts: C=1C=CC(=CC1)[P](C=2C=CC=CC2)(C=3C=CC=CC3)[Pd]([P](C=4C=CC=CC4)(C=5C=CC=CC5)C=6C=CC=CC6)([P](C=7C=CC=CC7)(C=8C=CC=CC8)C=9C=CC=CC9)[P](C=1C=CC=CC1)(C=1C=CC=CC1)C=1C=CC=CC1 (tetrakis(triphenylphosphine)palladium(0)). The solvent is O1CCOCC1 (dioxane). Conditions: time 5 minute. Yields the product ClC=1C=C(C=2N(N1)C(=CN2)C2=CC=CC=C2)C=2C=NC=CC2C (6-Chloro-8-(4-methylpyridin-3-yl)-3-phenylimidazo[1,2-b]pyridazine). The yield is 59.8%. RXN SMILES: Br[C:2]1[N:6]2[N:7]=[C:8]([Cl:18])[CH:9]=[C:10]([C:11]3[CH:12]=[N:13][CH:14]=[CH:15][C:16]=3[CH3:17])[C:5]2=[N:4][CH:3]=1.[C:19]1(B(O)O)[CH:24]=[CH:23][CH:22]=[CH:21][CH:20]=1.[O-]P([O-])([O-])=O.[K+].[K+].[K+]>C1C=CC([P]([Pd]([P](C2C=CC=CC=2)(C2C=CC=CC=2)C2C=CC=CC=2)([P](C2C=CC=CC=2)(C2C=CC=CC=2)C2C=CC=CC=2)[P](C2C=CC=CC=2)(C2C=CC=CC=2)C2C=CC=CC=2)(C2C=CC=CC=2)C2C=CC=CC=2)=CC=1.O1CCOCC1>[Cl:18][C:8]1[CH:9]=[C:10]([C:11]2[CH:12]=[N:13][CH:14]=[CH:15][C:16]=2[CH3:17])[C:5]2[N:6]([C:2]([C:19]3[CH:24]=[CH:23][CH:22]=[CH:21][CH:20]=3)=[CH:3][N:4]=2)[N:7]=1 |f:2.3.4.5,^1:39,41,60,79|. Procedure: A microwave vial was charged with a mixture of 3-bromo-6-chloro-8-(4-methylpyridin-3-yl)imidazo[1,2-b]pyridazine (64 mg, 0.198 mmol), phenylboronic acid (24.12 mg, 0.198 mmol), tetrakis(triphenylphosphine)palladium(0) (22.86 mg, 0.020 mmol), dioxane (4 mL), and K3PO4 (0.297 mL, 0.593 mmol) (2.0 M water solution) was stirred at room temperature for 5 min. under nitrogen. The resulting mixture was heated to 100° C. for 8 h in microwave. The reaction mixture was cooled to room temperature, quenched... The reactants are COC(=O)C(NC(=O)C(CC(=O)NC(c1ccc(OC)cc1)c1ccc(OC)cc1)NC(=O)OCc1ccccc1)C(C)NCCc1c[nH]cn1, CO, Cl, [Na+], [OH-]. Yields the product COc1ccc(C(NC(=O)CC(NC(=O)OCc2ccccc2)C(=O)NC(C(=O)O)C(C)NCCc2c[nH]cn2)c2ccc(OC)cc2)cc1. RXN SMILES: [CH2:1]([c:2]1[cH:3][cH:4][cH:5][cH:6][cH:7]1)[O:8][C:9](=[O:10])[NH:11][CH:12]([C:13](=[O:14])[NH:15][CH:16]([C:17](=[O:18])[O:19][CH3:20])[CH:21]([CH3:22])[NH:23][CH2:24][CH2:25][c:26]1[n:27][cH:28][nH:29][cH:30]1)[CH2:31][C:32]([NH:33][CH:34]([c:35]1[cH:36][cH:37][c:38]([O:41][CH3:42])[cH:39][cH:40]1)[c:43]1[cH:44][cH:45][c:46]([O:49][CH3:50])[cH:47][cH:48]1)=[O:51].[CH3:53][OH:54].[ClH:52].[Na+:56].[OH-:55]>>[CH2:1]([c:2]1[cH:3][cH:4][cH:5][cH:6][cH:7]1)[O:8][C:9](=[O:10])[NH:11][CH:12]([C:13](=[O:14])[NH:15][CH:16]([C:17](=[O:18])[OH:19])[CH:21]([CH3:22])[NH:23][CH2:24][CH2:25][c:26]1[n:27][cH:28][nH:29][cH:30]1)[CH2:31][C:32]([NH:33][CH:34]([c:35]1[cH:36][cH:37][c:38]([O:41][CH3:42])[cH:39][cH:40]1)[c:43]1[cH:44][cH:45][c:46]([O:49][CH3:50])[cH:47][cH:48]1)=[O:51]. Starting materials: COC1=C2C(=CC=3C4=CC(=CC=C4NC13)C(=O)O)C=1C=C(C=CC1N2)C(=O)O (6-methoxy-5,7-dihydroindolo[2,3-b]carbazole-2,10-dicarboxylic acid), C1(CCCCC1)NC(OCCN(CC)CC)=NC1CCCCC1 (2-(diethylamino)ethyl N,N′-dicyclohexylcarbamimidate), C1(CCCCC1)NC(OCCN(CC)CC)=NC1CCCCC1 (2-(diethylamino)ethyl N,N′-dicyclohexylcarbamimidate), C1CCC(CC1)N=C=NC2CCCCC2 (DCC), N,N′-diethylethanolamine, CCOC(=O)C.CCCCCC (EtOAc Hexane). Reagents/catalysts: Cl[Cu] (CuCl). Solvent: CN(C)C=O (DMF). Conditions: time 48 hour. Product: COC1=C2C(=CC=3C4=CC(=CC=C4NC13)C(=O)OCCN(CC)CC)C=1C=C(C=CC1N2)C(=O)OCCN(CC)CC (Bis(2-(diethylamino)ethyl) 6-methoxy-5,7-dihydroindolo[2,3-b]carbazole-2,10-dicarboxylate). Yield: 85.0%. RXN SMILES: [CH3:1][O:2][C:3]1[C:15]2[NH:14][C:13]3[C:8](=[CH:9][C:10]([C:16]([OH:18])=[O:17])=[CH:11][CH:12]=3)[C:7]=2[CH:6]=[C:5]2[C:19]3[CH:20]=[C:21]([C:26]([OH:28])=[O:27])[CH:22]=[CH:23][C:24]=3[NH:25][C:4]=12.C1(NC(=NC2CCCCC2)O[CH2:38][CH2:39][N:40]([CH2:43][CH3:44])[CH2:41][CH3:42])CCCCC1.C1CCC(N=[C:59]=[N:60][CH:61]2[CH2:66]CCCC2)CC1.[CH3:67][CH2:68]OC(C)=O.[CH3:73]CCCCC>CN(C=O)C.Cl[Cu]>[CH3:1][O:2][C:3]1[C:15]2[NH:14][C:13]3[C:8](=[CH:9][C:10]([C:16]([O:18][CH2:67][CH2:68][N:60]([CH2:59][CH3:73])[CH2:61][CH3:66])=[O:17])=[CH:11][CH:12]=3)[C:7]=2[CH:6]=[C:5]2[C:19]3[CH:20]=[C:21]([C:26]([O:28][CH2:44][CH2:43][N:40]([CH2:39][CH3:38])[CH2:41][CH3:42])=[O:27])[CH:22]=[CH:23][C:24]=3[NH:25][C:4]=12 |f:3.4|. Procedure: A mixture of 6-methoxy-5,7-dihydroindolo[2,3-b]carbazole-2,10-dicarboxylic acid (1 g, 2.67 mmol) and 2-(diethylamino)ethyl N,N′-dicyclohexylcarbamimidate (2.6 g, 8.0 mmol) in DMF (10 mL) was stirred at room temperature for 48 h. [2-(diethylamino)ethyl N,N′-dicyclohexylcarbamimidate was prepared from DCC (1 equivelent), N,N′-diethylethanolamine (1 equivelent) and CuCl (cat.) at 135° C. under microwave for 2 h]. The reaction mixture was diluted with 50% EtOAc/Hexane and washed with water. The comb... The reactants are NC1=C(C=CC(=C1)C(F)(F)F)O (2-amino-4-trifluoromethylphenol), C(C1=CC=NC=C1)(=O)O (isonicotinic acid), CCN=C=NCCCN(C)C (WSC), N1=CC=CC=C1 (pyridine). Run in O (water). Run at temperature 80 celsius. Product: OC1=C(C=C(C=C1)C(F)(F)F)NC(C1=CC=NC=C1)=O (N-(2-hydroxy-5-trifluoromethylphenyl)isonicotinamide). Yield: 37.4%. Reaction SMILES: [NH2:1][C:2]1[CH:7]=[C:6]([C:8]([F:11])([F:10])[F:9])[CH:5]=[CH:4][C:3]=1[OH:12].[C:13](O)(=[O:20])[C:14]1[CH:19]=[CH:18][N:17]=[CH:16][CH:15]=1.CCN=C=NCCCN(C)C.N1C=CC=CC=1>O>[OH:12][C:3]1[CH:4]=[CH:5][C:6]([C:8]([F:9])([F:10])[F:11])=[CH:7][C:2]=1[NH:1][C:13](=[O:20])[C:14]1[CH:19]=[CH:18][N:17]=[CH:16][CH:15]=1. Reported procedure: A mixture of 2.84 g of 2-amino-4-trifluoromethylphenol, 1.97 g of isonicotinic acid, 3.69 g of WSC [1-ethyl-3-(3-dimethylaminopropyl)carbodiimide hydrochloride] and 20 ml of pyridine was stirred while heating at 80° C. for four hours. The reaction mixture was cooled to room temperature, and then water was poured, followed by extraction with ethyl acetate twice. The combined organic layers were washed with water and a saturated sodium chloride solution, dried over magnesium sulfate, and then conc...